This data is from the Open Reaction Database (ORD), a public repository of structured organic reaction records. The task is: describe an organic reaction: reactants, conditions, products, and yield Starting materials: N(=[N+]=[N-])C1=C(C(=O)NC2=CC=C(C=C2)Cl)C=CC(=C1)F (2-Azido-N-(4-chloro-phenyl)-4-fluoro-benzamide), C(Cl)Cl (CH2Cl2). Run in S(=O)(Cl)Cl (thionyl chloride), ice water. The product is ClC=1N(N=C2C=C(C=CC12)F)C1=CC=C(C=C1)Cl (3-Chloro-2-(4-chloro-phenyl)-6-fluoro-2H-indazole). The yield is 95.0%. Reaction SMILES: [N:1]([C:4]1[CH:19]=[C:18]([F:20])[CH:17]=[CH:16][C:5]=1[C:6]([NH:8][C:9]1[CH:14]=[CH:13][C:12]([Cl:15])=[CH:11][CH:10]=1)=O)=[N+]=[N-].C(Cl)[Cl:22]>S(Cl)(Cl)=O>[Cl:22][C:6]1[N:8]([C:9]2[CH:14]=[CH:13][C:12]([Cl:15])=[CH:11][CH:10]=2)[N:1]=[C:4]2[C:5]=1[CH:16]=[CH:17][C:18]([F:20])=[CH:19]2. Procedure: 2-Azido-N-(4-chloro-phenyl)-4-fluoro-benzamide (2.7 g, 1 mmol) was dissolved at ambient temperature in thionyl chloride (18.2 ml) under an argon atmosphere. The reaction mixture was heated under reflux conditions for 14 h and brought to dryness under reduced pressure. The residue was taken up in ice water/saturated aqueous NaHCO3 solution 1/1 and CH2Cl2. The layers were separated and the aqueous layer was extracted one more time with CH2Cl2. The combined extracts were washed with ice water/brine...